Dataset: the Open Reaction Database (ORD), a public repository of structured organic reaction records. Task: describe an organic reaction: reactants, conditions, products, and yield Product: CCCC(O)C(CC1CCCCC1)C(=O)O. As a reaction SMILES: [CH:1]1([CH2:7][CH:8]([C:9](=[O:10])[O:11][CH3:12])[CH:13]([CH2:14][CH2:15][CH3:16])[OH:17])[CH2:2][CH2:3][CH2:4][CH2:5][CH2:6]1.[Li+:20].[OH-:19].[OH2:18]>>[CH:1]1([CH2:7][CH:8]([C:9](=[O:10])[OH:11])[CH:13]([CH2:14][CH2:15][CH3:16])[OH:17])[CH2:2][CH2:3][CH2:4][CH2:5][CH2:6]1. The reactants are CCCC(O)C(CC1CCCCC1)C(=O)OC, [Li+], [OH-], O. The reactants are C=COCCCC (n-butyl vinyl ether), c1ccc(cc1)I. The reagents and catalysts are C1=C\CC/C=C\CC/1.C1=C\CC/C=C\CC/1.[Ni], CCN(CC)CC (triethylamine), FC(F)(F)c1ccc(N2CP(c3ccccc3)CN(c3ccc(C(F)(F)F)cc3)CP(c3ccccc3)C2)cc1. Solvent: Cc1ccccc1. Run at temperature 85 celsius, time 16 hour. The product is COc1cc(OC)cc(OC)c1 (1,3,5-trimethoxybenzene), C=C(OCCCC)c1ccccc1 (Branched), Biphenyl, CCCCO/C=C/c1ccccc1 (Trans linear), CCCCO/C=C\c1ccccc1 (Cis linear).